Dataset: the Open Reaction Database (ORD), a public repository of structured organic reaction records. Task: describe an organic reaction: reactants, conditions, products, and yield Starting materials: COC(=O)C(CC1CCCC1)n1ncc(Cl)c(Cl)c1=O, OCCc1ccccc1O. Yields the product COC(=O)C(CC1CCCC1)n1ncc(Oc2ccccc2CCO)c(Cl)c1=O. RXN SMILES: [CH3:1][O:2][C:3]([CH:4]([CH2:5][CH:6]1[CH2:7][CH2:8][CH2:9][CH2:10]1)[n:11]1[n:12][cH:13][c:14]([Cl:19])[c:15]([Cl:18])[c:16]1=[O:17])=[O:20].[OH:21][CH2:22][CH2:23][c:24]1[c:25]([OH:30])[cH:26][cH:27][cH:28][cH:29]1>>[CH3:1][O:2][C:3]([CH:4]([CH2:5][CH:6]1[CH2:7][CH2:8][CH2:9][CH2:10]1)[n:11]1[n:12][cH:13][c:14]([O:30][c:25]2[c:24]([CH2:23][CH2:22][OH:21])[cH:29][cH:28][cH:27][cH:26]2)[c:15]([Cl:18])[c:16]1=[O:17])=[O:20].